This data is from the Open Reaction Database (ORD), a public repository of structured organic reaction records. The task is: describe an organic reaction: reactants, conditions, products, and yield Reactants: CCOC(=O)C(C)=Cc1ccc2cc([N+](=O)[O-])ccc2c1, [Fe], O, c1ccccc1. Yields the product CCOC(=O)C(C)=Cc1ccc2cc(N)ccc2c1. As a reaction SMILES: [CH2:7]([CH3:8])[O:9][C:10]([C:11](=[CH:12][c:13]1[cH:14][cH:15][c:16]2[c:17]([cH:18]1)[cH:19][cH:20][c:21]([N+:23]([O-:24])=[O:25])[cH:22]2)[CH3:26])=[O:27].[Fe:28].[OH2:29].[cH:1]1[cH:2][cH:3][cH:4][cH:5][cH:6]1>>[CH2:7]([CH3:8])[O:9][C:10]([C:11](=[CH:12][c:13]1[cH:14][cH:15][c:16]2[c:17]([cH:18]1)[cH:19][cH:20][c:21]([NH2:23])[cH:22]2)[CH3:26])=[O:27]. Reactants: ClCCl, C=CCc1cccc(Cl)c1C=NO, CC(=O)[O-], Cl, [Na+]. Product: Clc1cccc2c1C1=NOCC1C2. Reaction SMILES: [CH2:20]([Cl:21])[Cl:22].[CH2:2]([CH:3]=[CH2:4])[c:5]1[c:6]([CH:7]=[N:8][OH:9])[c:10]([Cl:14])[cH:11][cH:12][cH:13]1.[CH3:16][C:17](=[O:18])[O-:19].[Cl:1].[Na+:15]>>[CH2:2]1[CH:3]2[CH2:4][O:9][N:8]=[C:7]2[c:6]2[c:5]1[cH:13][cH:12][cH:11][c:10]2[Cl:14]. The reactants are C1CCOC1, Cl, COc1cc(C2OCCO2)cc2c1OC(C)(C)C=C2CO. The product is COc1cc(C=O)cc2c1OC(C)(C)C=C2CO. Reaction SMILES: [CH2:23]1[O:24][CH2:25][CH2:26][CH2:27]1.[ClH:22].[O:1]1[CH:2]([c:6]2[cH:7][c:8]3[c:13]([c:14]([O:16][CH3:17])[cH:15]2)[O:12][C:11]([CH3:18])([CH3:19])[CH:10]=[C:9]3[CH2:20][OH:21])[O:5][CH2:4][CH2:3]1>>[O:1]=[CH:2][c:6]1[cH:7][c:8]2[c:13]([c:14]([O:16][CH3:17])[cH:15]1)[O:12][C:11]([CH3:18])([CH3:19])[CH:10]=[C:9]2[CH2:20][OH:21]. The reactants are ClC1=CC(=C(C=C1)C(C(=O)C(C(=O)OCC)C(=O)OCC)(C)C)F (diethyl 2-(2-(4-chloro-2-fluorophenyl)-2-methylpropanoyl)malonate), O=P12OP3(=O)OP(=O)(O1)OP(=O)(O2)O3 (P2O5). The solvent is OS(=O)(=O)O (H2SO4), CCOC(=O)C (EtOAc). Run at time 1 hour. Yields the product ClC=1C=C2C(=C(C(C(C2=C(C1)F)(C)C)=O)C(=O)OCC)O (Ethyl 6-chloro-8-fluoro-4-hydroxy-1,1-dimethyl-2-oxo-naphthalene-3-carboxylate). Isolated yield 39.3%. Reaction SMILES: [Cl:1][C:2]1[CH:7]=[CH:6][C:5]([C:8]([CH3:23])([CH3:22])[C:9]([CH:11]([C:17]([O:19]CC)=O)[C:12]([O:14][CH2:15][CH3:16])=[O:13])=[O:10])=[C:4]([F:24])[CH:3]=1.O=P12OP3(OP(OP(O3)(O1)=O)(=O)O2)=O>OS(O)(=O)=O.CCOC(C)=O>[Cl:1][C:2]1[CH:7]=[C:6]2[C:5](=[C:4]([F:24])[CH:3]=1)[C:8]([CH3:22])([CH3:23])[C:9](=[O:10])[C:11]([C:12]([O:14][CH2:15][CH3:16])=[O:13])=[C:17]2[OH:19]. Procedure: To diethyl 2-(2-(4-chloro-2-fluorophenyl)-2-methylpropanoyl)malonate (2.20 g, 6.1 mmol), was added P2O5 (3.5 g, 25 mmol) in H2SO4 (3.3 mL) at 0° C. The reaction was then allowed to warm to ambient temperature and stirred for 1 hour. The reaction mixture was poured into ice, diluted with 100 mL of EtOAc, added to a separatory funnel, partitioned with water, washed 2 times with 75 mL of water, separated, dried over Na2SO4, and concentrated in vacuo to give the title compound (0.75 g) which was use... Reactants: CCCCCCCCBr, CCCCCCCCc1ccc2cc(-c3ccc(O)cc3)nc(F)c2c1, [H-], [Na+], CN(C)C=O, O. Yields the product CCCCCCCCOc1ccc(-c2cc3ccc(CCCCCCCC)cc3c(F)n2)cc1. RXN SMILES: [CH2:29]([CH2:30][CH2:31][CH2:32][CH2:33][CH2:34][CH2:35][CH3:36])[Br:37].[F:1][c:2]1[n:3][c:4](-[c:20]2[cH:21][cH:22][c:23]([OH:26])[cH:24][cH:25]2)[cH:5][c:6]2[cH:7][cH:8][c:9]([CH2:12][CH2:13][CH2:14][CH2:15][CH2:16][CH2:17][CH2:18][CH3:19])[cH:10][c:11]12.[H-:27].[Na+:28].[O:39]=[CH:40][N:41]([CH3:42])[CH3:43].[OH2:38]>>[F:1][c:2]1[n:3][c:4](-[c:20]2[cH:21][cH:22][c:23]([O:26][CH2:29][CH2:30][CH2:31][CH2:32][CH2:33][CH2:34][CH2:35][CH3:36])[cH:24][cH:25]2)[cH:5][c:6]2[cH:7][cH:8][c:9]([CH2:12][CH2:13][CH2:14][CH2:15][CH2:16][CH2:17][CH2:18][CH3:19])[cH:10][c:11]12. The reactants are CC(=O)[O-], CCc1nc(C)cc(=O)n1CCOc1ccc(C=O)cc1, CCO, Cl, NO, [Na+], O, O, O, O. The product is CCc1nc(C)cc(=O)n1CCOc1ccc(C=NO)cc1. RXN SMILES: [C:7]([O-:8])(=[O:9])[CH3:10].[CH2:12]([CH3:13])[c:14]1[n:15]([CH2:22][CH2:23][O:24][c:25]2[cH:26][cH:27][c:28]([CH:29]=[O:30])[cH:31][cH:32]2)[c:16](=[O:21])[cH:17][c:18]([CH3:20])[n:19]1.[CH3:34][CH2:35][OH:36].[ClH:1].[NH2:2][OH:3].[Na+:11].[OH2:33].[OH2:4].[OH2:5].[OH2:6]>>[N:2]([OH:3])=[CH:29][c:28]1[cH:27][cH:26][c:25]([O:24][CH2:23][CH2:22][n:15]2[c:14]([CH2:12][CH3:13])[n:19][c:18]([CH3:20])[cH:17][c:16]2=[O:21])[cH:32][cH:31]1. Starting materials: COC(=O)C(Cc1ccc(Cl)cc1)=[N+]=[N-], OCC1CCC1, c1ccccc1. The product is COC(=O)C(Cc1ccc(Cl)cc1)OCC1CCC1. RXN SMILES: [CH3:1][O:2][C:3]([C:4]([CH2:5][c:6]1[cH:7][cH:8][c:9]([Cl:12])[cH:10][cH:11]1)=[N+:13]=[N-:14])=[O:15].[CH:16]1([CH2:20][OH:21])[CH2:17][CH2:18][CH2:19]1.[cH:22]1[cH:23][cH:24][cH:25][cH:26][cH:27]1>>[CH3:1][O:2][C:3]([CH:4]([CH2:5][c:6]1[cH:7][cH:8][c:9]([Cl:12])[cH:10][cH:11]1)[O:21][CH2:20][CH:16]1[CH2:17][CH2:18][CH2:19]1)=[O:15]. Reactants: ClCCCCSC1=C(CO)C=CC=C1 (2-[(4-chlorobutyl)thio]benzyl alcohol), C(C(=O)Cl)(=O)Cl (oxalyl chloride), CS(=O)C (dimethylsulfoxide), ice, Cl (HCl). Run in C(C)N(CC)CC (triethylamine), ClCCl (dichloromethane), ClCCl (dichloromethane). Reaction conditions: temperature -78 celsius, time 30 minute. The product is ClCCCCSC1=C(C=O)C=CC=C1 (2-[(4-Chlorobutyl)thio]benzaldehyde). Isolated yield 85.8%. RXN SMILES: C(Cl)(=O)C(Cl)=O.CS(C)=O.[Cl:11][CH2:12][CH2:13][CH2:14][CH2:15][S:16][C:17]1[CH:24]=[CH:23][CH:22]=[CH:21][C:18]=1[CH2:19][OH:20].Cl>ClCCl.C(N(CC)CC)C>[Cl:11][CH2:12][CH2:13][CH2:14][CH2:15][S:16][C:17]1[CH:24]=[CH:23][CH:22]=[CH:21][C:18]=1[CH:19]=[O:20]. Reported procedure: To a 5 liter 4-neck round-bottom flask fitted with mechanical stirrer, thermowell and addition funnel, under a nitrogen atmosphere, was added 78.4 ml of oxalyl chloride and 925 ml of dichloromethane. The reaction was cooled to -78° C. with a dry ice/acetone bath. Then 125.3 ml of distilled dimethylsulfoxide was added dropwise, maintaining the reaction temperature below -65° C. After the addition was complete, 138.4 g of 2-[(4-chlorobutyl)thio]benzyl alcohol was added in 300 ml of dichloromethane...